This data is from the Open Reaction Database (ORD), a public repository of structured organic reaction records. The task is: describe an organic reaction: reactants, conditions, products, and yield Reactants: CC(COC(C)COC(C)CO)O (Tripropylene glycol), [N+](=O)([O-])C1=CC=C(C(=O)Cl)C=C1 (p-nitrobenzoyl chloride). The product is [N+](=O)([O-])C1=CC=C(C(=O)C(C(COC(C)COC(C)CO)O)C(C2=CC=C(C=C2)[N+](=O)[O-])=O)C=C1 (bis-(4-nitrobenzoyl)-tripropylene glycol). Yield: 89.0%. Reaction SMILES: [CH3:1][CH:2]([OH:13])[CH2:3][O:4][CH:5]([CH2:7][O:8][CH:9]([CH2:11][OH:12])[CH3:10])[CH3:6].[N+:14]([C:17]1[CH:25]=[CH:24][C:20]([C:21](Cl)=[O:22])=[CH:19][CH:18]=1)([O-:16])=[O:15]>>[N+:14]([C:17]1[CH:25]=[CH:24][C:20]([C:21]([CH:1]([C:21](=[O:22])[C:20]2[CH:19]=[CH:18][C:17]([N+:14]([O-:16])=[O:15])=[CH:25][CH:24]=2)[CH:2]([OH:13])[CH2:3][O:4][CH:5]([CH2:7][O:8][CH:9]([CH2:11][OH:12])[CH3:10])[CH3:6])=[O:22])=[CH:19][CH:18]=1)([O-:16])=[O:15]. Reported procedure: Tripropylene glycol (57.6 g, 0.3 mole) was treated with p-nitrobenzoyl chloride (116 g, 0.625 mole), following the general procedure described in Example 1, Part A. The product, bis-(4-nitrobenzoyl)-tripropylene glycol (131 g), was obtained as a viscous yellow oil. The reactants are CNS(=O)(=O)c1cccc(C2Nc3ccc(C(=O)OC)cc3CC2(C)C)c1, CO, [Na+], C1CCOC1, [OH-]. The product is CNS(=O)(=O)c1cccc(C2Nc3ccc(C(=O)O)cc3CC2(C)C)c1. Reaction SMILES: [CH3:1][C:2]1([CH3:27])[CH:3]([c:16]2[cH:17][c:18]([S:22]([NH:23][CH3:24])(=[O:25])=[O:26])[cH:19][cH:20][cH:21]2)[NH:4][c:5]2[cH:6][cH:7][c:8]([C:12](=[O:13])[O:14][CH3:15])[cH:9][c:10]2[CH2:11]1.[CH3:30][OH:31].[Na+:29].[O:32]1[CH2:33][CH2:34][CH2:35][CH2:36]1.[OH-:28]>>[CH3:1][C:2]1([CH3:27])[CH:3]([c:16]2[cH:17][c:18]([S:22]([NH:23][CH3:24])(=[O:25])=[O:26])[cH:19][cH:20][cH:21]2)[NH:4][c:5]2[cH:6][cH:7][c:8]([C:12](=[O:13])[OH:14])[cH:9][c:10]2[CH2:11]1.